This data is from the Open Reaction Database (ORD), a public repository of structured organic reaction records. The task is: describe an organic reaction: reactants, conditions, products, and yield Starting materials: COC=1C=CC(=CC1)P2(=S)SP(=S)(S2)C=3C=CC(=CC3)OC (Lawesson's Reagent), COC1=CC=C(C=C1)P1(SP(S1)(C1=CC=C(C=C1)OC)=S)=S (2,4-bis(4-methoxyphenyl)-1,3-dithia-2,4-diphosphetane-2,4-disulfide), ClC1=CC2=C(C(C3=C(C(N2)=O)NN=C3C(=O)OCC)=O)C=C1 (7-chloro-3-(ethoxycarbonyl)pyrazolo-[3,4-c][1]benzazepine-4,10(1H,9H)-dione). The solvent is C1(=CC=CC=C1)C (toluene). The product is ClC1=CC2=C(C(C3=C(C(N2)=S)NN=C3C(=O)OCC)=O)C=C1 (7-Chloro-3-(ethoxycarbonyl)-10-thioxopyrazolo[3,4-c][1]benzazepine-4(1H,9H)-one). Isolated yield 82.0%. Reaction SMILES: COC1C=CC(P2(SP(C3C=CC(OC)=CC=3)(=S)S2)=[S:10])=CC=1.[Cl:23][C:24]1[CH:44]=[CH:43][C:27]2[C:28](=[O:42])[C:29]3[C:36]([C:37]([O:39][CH2:40][CH3:41])=[O:38])=[N:35][NH:34][C:30]=3[C:31](=O)[NH:32][C:26]=2[CH:25]=1>C1(C)C=CC=CC=1>[Cl:23][C:24]1[CH:44]=[CH:43][C:27]2[C:28](=[O:42])[C:29]3[C:36]([C:37]([O:39][CH2:40][CH3:41])=[O:38])=[N:35][NH:34][C:30]=3[C:31](=[S:10])[NH:32][C:26]=2[CH:25]=1. Reported procedure: To a suspension of Lawesson's Reagent [(2,4-bis(4-methoxyphenyl)-1,3-dithia-2,4-diphosphetane-2,4-disulfide) (0.32 g. 0.80 mmol) in dry toluene (15 mL) at room temperature was added 7-chloro-3-(ethoxycarbonyl)pyrazolo-[3,4-c][1]benzazepine-4,10(1H,9H)-dione (0.51 g, 1.59 mmol) in one portion. The resulting slurry was heated to reflux for 1.5 hours. The reaction mixture was filtered to remove insoluble material. The filtrate was concentrated via rotary evaporator to give a green oil which was pur...